Dataset: the Open Reaction Database (ORD), a public repository of structured organic reaction records. Task: describe an organic reaction: reactants, conditions, products, and yield Reactants: BrC=1C=C(SC1)C(=O)N[C@H](CNC(OC(C)(C)C)=O)CC1=CC=CC=C1 (1,1-dimethylethyl ((2S)-2-{[(4-bromo-2-thienyl)carbonyl]amino}-3-phenylpropyl)carbamate), N[C@H](CN1C(C2=CC=CC=C2C1=O)=O)CC1=C(C=C(C=C1)Cl)Cl (2-[(2S)-2-amino-3-(2,4-dichlorophenyl)propyl]-1H-isoindole-1,3(2H)-dione), C1CC(=O)N(C1=O)Cl (NCS). Run in CN(C)C=O (DMF). Conditions: temperature 50 celsius. Yields the product BrC=1C=C(SC1Cl)C(=O)N[C@H](CNC(OC(C)(C)C)=O)CC1=CC=CC=C1 (1,1-dimethylethyl ((2S)-2-{[(4-bromo-5-chloro-2-thienyl)carbonyl]amino}-3-phenylpropyl)carbamate). The yield is 65.0%. Reaction SMILES: [Br:1][C:2]1[CH:3]=[C:4]([C:7]([NH:9][C@@H:10]([CH2:20][C:21]2[CH:26]=[CH:25][CH:24]=[CH:23][CH:22]=2)[CH2:11][NH:12][C:13](=[O:19])[O:14][C:15]([CH3:18])([CH3:17])[CH3:16])=[O:8])[S:5][CH:6]=1.N[C@@H](CC1C=CC([Cl:48])=CC=1Cl)CN1C(=O)C2C(=CC=CC=2)C1=O.C1C(=O)N(Cl)C(=O)C1>CN(C=O)C>[Br:1][C:2]1[CH:3]=[C:4]([C:7]([NH:9][C@@H:10]([CH2:20][C:21]2[CH:22]=[CH:23][CH:24]=[CH:25][CH:26]=2)[CH2:11][NH:12][C:13](=[O:19])[O:14][C:15]([CH3:18])([CH3:17])[CH3:16])=[O:8])[S:5][C:6]=1[Cl:48]. Reported procedure: A solution of 1,1-dimethylethyl ((2S)-2-{[(4-bromo-2-thienyl)carbonyl]amino}-3-phenylpropyl)carbamate (prepared according to Preparation 22), except substituting 2-[(2S)-2-amino-3-phenylpropyl]-1H-isoindole-1,3(2H)-dione for 2-[(2S)-2-amino-3-(2,4-dichlorophenyl)propyl]-1H-isoindole-1,3(2H)-dione (200 mg, 0.455 mmol) and NCS (61 mg, 0.455 mmol) in DMF (3 ml) was heated at 50° C. in a sealed tube for 2 hours. The solvent was removed and the residue was purified by biotage (30% Hex/EtOAc) to give ... Starting materials: ClCCCCC#C (6-chlorohex-1-yne), N1CCCCC1 (piperidine), C(O)([O-])=O.[Na+] (sodium hydrogen carbonate). The solvent is CN(C)C=O (DMF). The product is C(CCCC#C)N1CCCCC1 (1-(Hex-5-yn-1-yl)piperidine). The yield is 54.8%. As a reaction SMILES: Cl[CH2:2][CH2:3][CH2:4][CH2:5][C:6]#[CH:7].[NH:8]1[CH2:13][CH2:12][CH2:11][CH2:10][CH2:9]1.C(=O)([O-])O.[Na+]>CN(C=O)C>[CH2:2]([N:8]1[CH2:13][CH2:12][CH2:11][CH2:10][CH2:9]1)[CH2:3][CH2:4][CH2:5][C:6]#[CH:7] |f:2.3|. Reported procedure: A solution of 6-chlorohex-1-yne (5 mL, 41.3 mmol), piperidine (4.08 mL, 41.3 mmol) and sodium hydrogen carbonate (4.16 g, 49.5 mmol) in DMF (50 mL) was refluxed for 16 hours. The reaction was concentrated in-vacuo and the residue partitioned between ether (150 mL) and water (150 mL). The organic was separated and the aqueous back extracted with diethyl ether (50 mL). The combined organics were washed with brine (150 mL), dried (MgSO4), filtered and concentrated in vacuo to give a crude sample of...